This data is from the Open Reaction Database (ORD), a public repository of structured organic reaction records. The task is: describe an organic reaction: reactants, conditions, products, and yield Reactants: C1(=CC=CC=C1)P(C1=CC=CC=C1)=O (diphenylphosphine oxide), [Cl-].[In+3].[Cl-].[Cl-] (indium chloride). Run at temperature 152 celsius. Product: C1(=CC=CC=C1)PC1=CC=CC=C1 (diphenylphosphine). The yield is 44.1%. Reaction SMILES: [C:1]1([PH:7](=O)[C:8]2[CH:13]=[CH:12][CH:11]=[CH:10][CH:9]=2)[CH:6]=[CH:5][CH:4]=[CH:3][CH:2]=1.[Cl-].[In+3].[Cl-].[Cl-]>>[C:8]1([PH:7][C:1]2[CH:2]=[CH:3][CH:4]=[CH:5][CH:6]=2)[CH:9]=[CH:10][CH:11]=[CH:12][CH:13]=1 |f:1.2.3.4|. Reported procedure: 172 g (0.852 mol) of diphenylphosphine oxide and 0.8 g of indium chloride are mixed and heated to 152° C., the pressure being reduced simultaneously (8 mbar). Diphenylphosphine distills off through a descending condenser at a transition temperature of 132° C. After a total of 2 hours, the internal temperature has been raised to 195° C. 70 g of diphenylphosphine are obtained. That corresponds to a yield of 88% of theory. The reactants are CC(C)(C)[O-], CI, CN(Cc1cc(C(F)(F)F)cc(C(F)(F)F)c1)C(=O)NC1CCN(C(=O)OC(C)(C)C)CC1c1ccc(Cl)c(Cl)c1, [Na+], CN(C)C=O, O. Yields the product CN(Cc1cc(C(F)(F)F)cc(C(F)(F)F)c1)C(=O)N(C)C1CCN(C(=O)OC(C)(C)C)CC1c1ccc(Cl)c(Cl)c1. Reaction SMILES: [CH3:42][C:43]([CH3:44])([O-:45])[CH3:46].[CH3:48][I:49].[F:1][C:2]([c:3]1[cH:4][c:5]([CH2:6][N:7]([C:8](=[O:9])[NH:10][CH:11]2[CH:12]([c:24]3[cH:25][c:26]([Cl:31])[c:27]([Cl:30])[cH:28][cH:29]3)[CH2:13][N:14]([C:17](=[O:18])[O:19][C:20]([CH3:21])([CH3:22])[CH3:23])[CH2:15][CH2:16]2)[CH3:32])[cH:33][c:34]([C:36]([F:37])([F:38])[F:39])[cH:35]1)([F:40])[F:41].[Na+:47].[O:51]=[CH:52][N:53]([CH3:54])[CH3:55].[OH2:50]>>[F:1][C:2]([c:3]1[cH:4][c:5]([CH2:6][N:7]([C:8](=[O:9])[N:10]([CH:11]2[CH:12]([c:24]3[cH:25][c:26]([Cl:31])[c:27]([Cl:30])[cH:28][cH:29]3)[CH2:13][N:14]([C:17](=[O:18])[O:19][C:20]([CH3:21])([CH3:22])[CH3:23])[CH2:15][CH2:16]2)[CH3:42])[CH3:32])[cH:33][c:34]([C:36]([F:37])([F:38])[F:39])[cH:35]1)([F:40])[F:41].